From a dataset of the Open Reaction Database (ORD), a public repository of structured organic reaction records. describe an organic reaction: reactants, conditions, products, and yield Procedure details: 4-[N-Benzylmethanesulphonamido]phenacyl bromide (30 g) and sodium borohydride (4 g) in ethanol (500 ml) were stirred at room temperature for 18 hours. The solvent was then removed and the residue was taken up in ethyl acetate and washed three times with sodium bicarbonate solution and three times with brine. The organic phase was dried and evaporated to give an oil which was chromatographed on silica, "Kieselgel 60" (Merck, Trade Mark), eluting with methylene chloride. The product-containing fra... The solvent is C(C)O (ethanol). Product: C(C1=CC=CC=C1)N(S(=O)(=O)C)C1=CC=C(C=C1)C1OC1 (2-[4-(N-Benzylmethanesulphonamido)phenyl]oxirane). As a reaction SMILES: [CH2:1]([N:8]([C:13]1[CH:22]=[CH:21][C:16]([C:17](=[O:20])[CH2:18]Br)=[CH:15][CH:14]=1)[S:9]([CH3:12])(=[O:11])=[O:10])[C:2]1[CH:7]=[CH:6][CH:5]=[CH:4][CH:3]=1.[BH4-].[Na+]>C(O)C>[CH2:1]([N:8]([C:13]1[CH:22]=[CH:21][C:16]([CH:17]2[CH2:18][O:20]2)=[CH:15][CH:14]=1)[S:9]([CH3:12])(=[O:11])=[O:10])[C:2]1[CH:7]=[CH:6][CH:5]=[CH:4][CH:3]=1 |f:1.2|. The reactants are C(C1=CC=CC=C1)N(S(=O)(=O)C)C1=CC=C(C(CBr)=O)C=C1 (4-[N-Benzylmethanesulphonamido]phenacyl bromide), [BH4-].[Na+] (sodium borohydride). Starting materials: C(CCC)OC1=C(C=C(C(=O)OC)C=C1OC)OC (methyl 4-n-butoxy-3,5-dimethoxybenzoate), Formula 92, Formula 90. Run in [OH-].[K+] (potassium hydroxide), CO (methanol). Product: C(CCC)OC1=C(C=C(C(=O)O)C=C1OC)OC (4-n-butoxy-3,5-dimethoxybenzoic acid). The yield is 78.0%. Reaction SMILES: [CH2:1]([O:5][C:6]1[C:15]([O:16][CH3:17])=[CH:14][C:9]([C:10]([O:12]C)=[O:11])=[CH:8][C:7]=1[O:18][CH3:19])[CH2:2][CH2:3][CH3:4]>[OH-].[K+].CO>[CH2:1]([O:5][C:6]1[C:15]([O:16][CH3:17])=[CH:14][C:9]([C:10]([OH:12])=[O:11])=[CH:8][C:7]=1[O:18][CH3:19])[CH2:2][CH2:3][CH3:4] |f:1.2|. Reported procedure: After agitating a solution of methyl 4-n-butoxy-3,5-dimethoxybenzoate represented by Formula 92 (5.83 g, 21.74 mmol) dissolved in a potassium hydroxide solution (KOH, 44%, 10 mL) and methanol (120 mL) at 65° C. for 2 hours, the prepared solution was cooled to room temperature and the solvent was removed under reduced pressure. The concentrate mixture was dissolved again in water and washed with ethylether (×3). Then, a 5N-hydrochloric acid solution was added to the above prepared solution to rea... The reactants are FC1=CC=C(CC2=CN=C3C(=C(C(N(C3=C2)CCN2C(CCC2)=O)=O)C(=O)OCC)O)C=C1 (ethyl 7-(4-fluorobenzyl)-4-hydroxy-2-oxo-1-[2-(2-oxopyrrolidin-1-yl)ethyl]-1,2-dihydro-1,5-naphthyridine-3-carboxylate), C1(CC1)N (cyclopropylamine). Run in CCO (EtOH). Reaction conditions: temperature 120 celsius. Yields the product C1(CC1)NC(=O)C=1C(N(C2=CC(=CN=C2C1O)CC1=CC=C(C=C1)F)CCN1C(CCC1)=O)=O (N-Cyclopropyl-7-(4-fluorobenzyl)-4-hydroxy-2-oxo-1-[2-(2-oxopyrrolidin-1-yl)ethyl]-1,2-dihydro-1,5-naphthyridine-3-carboxamide). Reaction SMILES: [F:1][C:2]1[CH:33]=[CH:32][C:5]([CH2:6][C:7]2[CH:16]=[C:15]3[C:10]([C:11]([OH:31])=[C:12]([C:26]([O:28]CC)=O)[C:13](=[O:25])[N:14]3[CH2:17][CH2:18][N:19]3[CH2:23][CH2:22][CH2:21][C:20]3=[O:24])=[N:9][CH:8]=2)=[CH:4][CH:3]=1.[CH:34]1([NH2:37])[CH2:36][CH2:35]1>CCO>[CH:34]1([NH:37][C:26]([C:12]2[C:13](=[O:25])[N:14]([CH2:17][CH2:18][N:19]3[CH2:23][CH2:22][CH2:21][C:20]3=[O:24])[C:15]3[C:10]([C:11]=2[OH:31])=[N:9][CH:8]=[C:7]([CH2:6][C:5]2[CH:4]=[CH:3][C:2]([F:1])=[CH:33][CH:32]=2)[CH:16]=3)=[O:28])[CH2:36][CH2:35]1. Procedure details: A mixture of ethyl 7-(4-fluorobenzyl)-4-hydroxy-2-oxo-1-[2-(2-oxopyrrolidin-1-yl)ethyl]-1,2-dihydro-1,5-naphthyridine-3-carboxylate (47 mg, 104 μmol) and cyclopropylamine (0.1 mL, 1.44 mmol) in EtOH (3 mL) was heated at 120° C. in a microwave for 20 min. The mixture was concentrated in vacuo, triturated with EtOH and the product was collected by filtration as a white solid: 1H NMR (CDCl3) δ 10.06 (1H, d, J=3 Hz), 8.57 (1H, d, J=1.2 Hz), 8.08 (1H, s), 7.25 (2H, dd, J=8.5, 5.5 Hz), 7.00 (2H, t, J=...